This data is from the Open Reaction Database (ORD), a public repository of structured organic reaction records. The task is: describe an organic reaction: reactants, conditions, products, and yield The reactants are I(=O)(=O)Cl.I(=O)(=O)Cl.C(C1=CC=CC=C1)[N+](C)(C)C (benzyltrimethylammonium dichloroiodate), C([O-])(O)=O.[Na+] (sodium bicarbonate), C(C)(=O)NC=1C=C(C(C(=O)OC)=CC1Br)O (Methyl 4-acetylamino-5-bromosalicylate). The solvent is C(Cl)Cl (methylene chloride), CO (methanol). Run at time 30 hour. Yields the product C(C)(=O)NC=1C(=C(C(C(=O)OC)=CC1Br)O)I (Methyl 4-acetylamino-5-bromo-3-iodosalicylate). RXN SMILES: [C:1]([NH:4][C:5]1[CH:6]=[C:7]([OH:16])[C:8](=[CH:13][C:14]=1[Br:15])[C:9]([O:11][CH3:12])=[O:10])(=[O:3])[CH3:2].[I:17](Cl)(=O)=O.I(Cl)(=O)=O.C([N+](C)(C)C)C1C=CC=CC=1.C(=O)(O)[O-].[Na+]>C(Cl)Cl.CO>[C:1]([NH:4][C:5]1[C:6]([I:17])=[C:7]([OH:16])[C:8](=[CH:13][C:14]=1[Br:15])[C:9]([O:11][CH3:12])=[O:10])(=[O:3])[CH3:2] |f:1.2.3,4.5|. Procedure: Methyl 4-acetylamino-5-bromosalicylate (I-249) (576 mg, 2.0 mmol) was dissolved in a mixed liquid of methylene chloride (20 ml) and methanol (10 ml), then benzyltrimethylammonium dichloroiodate (835 mg, 2.4 mmol) and sodium bicarbonate (1.1 g, 13.0 mmol) were added, followed by stirring at room temperature for 30 hours. The reaction liquid was filtered, the filtrate was concentrated under reduced pressure, then saturated ammonium chloride water was added to the residue, followed by extraction tw...